This data is from the Open Reaction Database (ORD), a public repository of structured organic reaction records. The task is: describe an organic reaction: reactants, conditions, products, and yield Starting materials: CSc1ncc2cc(-c3cc(NC(=O)Nc4cnn(C(C)(C)C)c4)ccc3C)c(=O)n(C)c2n1, C1CCOC1, CN. The product is CNc1ncc2cc(-c3cc(NC(=O)Nc4cnn(C(C)(C)C)c4)ccc3C)c(=O)n(C)c2n1. RXN SMILES: [C:1]([CH3:2])([CH3:3])([CH3:4])[n:5]1[n:6][cH:7][c:8]([NH:10][C:11](=[O:12])[NH:13][c:14]2[cH:15][c:16](-[c:21]3[cH:22][c:23]4[c:24]([n:25][c:26]([S:29][CH3:30])[n:27][cH:28]4)[n:31]([CH3:34])[c:32]3=[O:33])[c:17]([CH3:20])[cH:18][cH:19]2)[cH:9]1.[CH2:37]1[O:38][CH2:39][CH2:40][CH2:41]1.[CH3:35][NH2:36]>>[C:1]([CH3:2])([CH3:3])([CH3:4])[n:5]1[n:6][cH:7][c:8]([NH:10][C:11](=[O:12])[NH:13][c:14]2[cH:15][c:16](-[c:21]3[cH:22][c:23]4[c:24]([n:25][c:26]([NH:36][CH3:35])[n:27][cH:28]4)[n:31]([CH3:34])[c:32]3=[O:33])[c:17]([CH3:20])[cH:18][cH:19]2)[cH:9]1. RXN SMILES: CCN(C(C)C)C(C)C.[NH2:10][C:11]1([C:17]([NH:19][C@H:20]([C:24]2[CH:29]=[CH:28][C:27]([Cl:30])=[CH:26][CH:25]=2)[CH2:21][CH2:22][OH:23])=[O:18])[CH2:16][CH2:15][NH:14][CH2:13][CH2:12]1.Cl[C:32]1[N:37]=[CH:36][N:35]=[C:34]2[NH:38][N:39]=[CH:40][C:33]=12>C(O)CCC.CCOC(C)=O>[NH2:10][C:11]1([C:17]([NH:19][C@H:20]([C:24]2[CH:29]=[CH:28][C:27]([Cl:30])=[CH:26][CH:25]=2)[CH2:21][CH2:22][OH:23])=[O:18])[CH2:16][CH2:15][N:14]([C:32]2[N:37]=[CH:36][N:35]=[C:34]3[NH:38][N:39]=[CH:40][C:33]=23)[CH2:13][CH2:12]1. Product: NC1(CCN(CC1)C1=C2C(=NC=N1)NN=C2)C(=O)N[C@@H](CCO)C2=CC=C(C=C2)Cl ((S)-4-amino-N-(1-(4-chlorophenyl)-3-hydroxypropyl)-1-(1H-pyrazolo[3,4-d]pyrimidin-4-yl)piperidine-4-carboxamide). The reactants are CCN(C(C)C)C(C)C (DIPEA), NC1(CCNCC1)C(=O)N[C@@H](CCO)C1=CC=C(C=C1)Cl ((S)-4-amino-N-(1-(4-chlorophenyl)-3-hydroxypropyl)piperidine-4-carboxamide), NC1(CCNCC1)C(=O)N[C@@H](CCO)C1=CC=C(C=C1)Cl ((S)-4-amino-N-(1-(4-chlorophenyl)-3-hydroxypropyl)piperidine-4-carboxamide), ClC1=C2C(=NC=N1)NN=C2 (4-chloro-1H-pyrazolo[3,4-d]pyrimidine). Procedure: DIPEA (0.419 mL, 2.41 mmol) was added to (S)-4-amino-N-(1-(4-chlorophenyl)-3-hydroxypropyl)piperidine-4-carboxamide (Intermediate 49) (250 mg, 0.80 mmol) and 4-chloro-1H-pyrazolo[3,4-d]pyrimidine (124 mg, 0.80 mmol) in butan-1-ol (5 mL). The resulting solution was stirred at 60° C. for 6 hours. The reaction mixture was diluted with EtOAc (50 mL), and washed sequentially with water (25 mL) and saturated brine (25 mL). The organic layer was dried over MgSO4, filtered and evaporated to afford crude... Conditions: temperature 60 celsius, time 6 hour. Run in C(CCC)O (butan-1-ol), CCOC(=O)C (EtOAc). Isolated yield 32.6%. Starting materials: N1(CCOCC1)C=1N=C(NC(C1)=S)CC(=O)[O-].[Na+] (sodium (4-morpholin-4-yl-6-thioxo-1,6-dihydropyrimidin-2-yl)acetate), C[C@H]1NC2=CC=CC=C2C1 ((R)-2-methyl-2,3-dihydro-1H-indole). Yields the product C[C@H]1N(C2=CC=CC=C2C1)C(CC=1NC(C=C(N1)N1CCOCC1)=S)=O (1-((R)-2-methyl-2,3-dihydroindol-1-yl)-2-(4-morpholin-4-yl-6-thioxo-1,6-dihydropyrimidin-2-yl)ethanone). RXN SMILES: [N:1]1([C:7]2[N:8]=[C:9]([CH2:14][C:15]([O-:17])=O)[NH:10][C:11](=[S:13])[CH:12]=2)[CH2:6][CH2:5][O:4][CH2:3][CH2:2]1.[Na+].[CH3:19][C@@H:20]1[CH2:28][C:27]2[C:22](=[CH:23][CH:24]=[CH:25][CH:26]=2)[NH:21]1>>[CH3:19][C@@H:20]1[CH2:28][C:27]2[C:22](=[CH:23][CH:24]=[CH:25][CH:26]=2)[N:21]1[C:15](=[O:17])[CH2:14][C:9]1[NH:10][C:11](=[S:13])[CH:12]=[C:7]([N:1]2[CH2:2][CH2:3][O:4][CH2:5][CH2:6]2)[N:8]=1 |f:0.1|. Procedure details: The product is prepared by following the procedure described in example 1e (step 4e) using 200 mg of sodium (4-morpholin-4-yl-6-thioxo-1,6-dihydropyrimidin-2-yl)acetate obtained in example 1e (step 2e) and 106 mg of (R)-2-methyl-2,3-dihydro-1H-indole (which can be prepared according to Krasnov, V. P. et al. (Mendeleev Commun. 2002, 12(1), 27-28)). After purification by silica column chromatography (eluent: 98/02 dichloromethane/ethyl dichloromethane), 71 mg of 1-((R)-2-methyl-2,3-dihydroindol-1-... Reactants: O=C(NCCC=1C=CC=CC1C(F)(F)F)C(F)(F)F. The reagents and catalysts are O=S(=O)([O-])CC=1C=NC(=CC1)C2=NC=C(C=C2)C.CCCC[N+](CCCC)(CCCC)CCCC, O1B(OC(C)(C)C1(C)C)B2OC(C)(C)C(O2)(C)C, C[OH2+].C[OH2+].C1CC=CCCC=C1.C1CC=CCCC=C1.[Ir].[Ir]. Run in O1CCCC1. Conditions: temperature 50 celsius, time 20 hour. Yields the product O=C(NCCC1=CC(=CC=C1C(F)(F)F)B2OC(C)(C)C(O2)(C)C)C(F)(F)F, O=C(NCCC1=CC=C(C=C1C(F)(F)F)B2OC(C)(C)C(O2)(C)C)C(F)(F)F. Isolated yield 5.0%. Procedure: Following general procedure F using 4a (71.3 mg, 0.25 mmol), B2pin2 (127 mg, 0.50 mmol), [Ir(COD)OMe]2 (2.5 mg, 0.00375 mmol) and 1a (3.8 mg, 0.0075 mmol) in THF (1.25 mL). Stirred in vial at 50 °C for 20 hours. Analysis of crude 1 H NMR using internal standard 1,2‐dimethoxyethane showed 18.4:1 meta:para borylation in 83% yield. The crude product was purified by silica gel chromatography (10% EtOAc in Petroleum Ether 40‐60 o C) to give the title compound (as a 19.1:1 mixture of meta:para ratio, ... Starting materials: CS(=O)(=O)C1=CC=C(C=N1)OC=1C=C2C=C(NC2=C(C1)OC1CCOCC1)C=1SC(CN1)CC(=O)OCC (ethyl {2-[5-{[6-(methylsulfonyl)pyridin-3-yl]oxy}-7-(tetrahydro-2H-pyran-4-yloxy)-1H-indol-2-yl]-4,5-dihydro-1,3-thiazol-5-yl}acetate), [OH-].[Na+] (sodium hydroxide). The solvent is C(C)O (ethanol), O1CCCC1 (tetrahydrofuran). Reaction conditions: time 3 hour. Yields the product CS(=O)(=O)C1=CC=C(C=N1)OC=1C=C2C=C(NC2=C(C1)OC1CCOCC1)C=1SC(CN1)CC(=O)O ({2-[5-{[6-(Methylsulfonyl)pyridin-3-yl]oxy}-7-(tetrahydro-2H-pyran-4-yloxy)-1H-indol-2-yl]-4,5-dihydro-1,3-thiazol-5-yl}acetic acid). Yield: 98.1%. As a reaction SMILES: [CH3:1][S:2]([C:5]1[N:10]=[CH:9][C:8]([O:11][C:12]2[CH:13]=[C:14]3[C:18](=[C:19]([O:21][CH:22]4[CH2:27][CH2:26][O:25][CH2:24][CH2:23]4)[CH:20]=2)[NH:17][C:16]([C:28]2[S:29][CH:30]([CH2:33][C:34]([O:36]CC)=[O:35])[CH2:31][N:32]=2)=[CH:15]3)=[CH:7][CH:6]=1)(=[O:4])=[O:3].[OH-].[Na+]>C(O)C.O1CCCC1>[CH3:1][S:2]([C:5]1[N:10]=[CH:9][C:8]([O:11][C:12]2[CH:13]=[C:14]3[C:18](=[C:19]([O:21][CH:22]4[CH2:27][CH2:26][O:25][CH2:24][CH2:23]4)[CH:20]=2)[NH:17][C:16]([C:28]2[S:29][CH:30]([CH2:33][C:34]([OH:36])=[O:35])[CH2:31][N:32]=2)=[CH:15]3)=[CH:7][CH:6]=1)(=[O:3])=[O:4] |f:1.2|. Procedure details: To a solution of ethyl {2-[5-{[6-(methylsulfonyl)pyridin-3-yl]oxy}-7-(tetrahydro-2H-pyran-4-yloxy)-1H-indol-2-yl]-4,5-dihydro-1,3-thiazol-5-yl}acetate (16.1 g) in ethanol (100 mL) and tetrahydrofuran (100 mL) was added 1N aqueous sodium hydroxide solution (58 mL), and the mixture was stirred at room temperature for 3 hr. The reaction mixture was concentrated, water was added to the residue, and the mixture was washed with ethyl acetate. To the aqueous layer was added 1N hydrochloric acid (58 mL)... The reactants are ClC=1C2=C(N=CN1)NC=C2I (4-chloro-5-iodo-7H-pyrrolo[2,3-d]pyrimidine), C(CCC)[Li] (n-butyllithium), O1CC(CCC1)=O (dihydro-2H-pyran-3(4H)-one). Run in O1CCCC1 (tetrahydrofuran). Reaction conditions: temperature -78 celsius, time 2 hour. Product: ClC=1C2=C(N=CN1)NC=C2C2(COCCC2)O (3-(4-chloro-7H-pyrrolo[2,3-d]pyrimidin-5-yl)tetrahydro-2H-pyran-3-ol). Reaction SMILES: [Cl:1][C:2]1[C:3]2[C:10](I)=[CH:9][NH:8][C:4]=2[N:5]=[CH:6][N:7]=1.C([Li])CCC.[O:17]1[CH2:22][CH2:21][CH2:20][C:19](=[O:23])[CH2:18]1>O1CCCC1>[Cl:1][C:2]1[C:3]2[C:10]([C:19]3([OH:23])[CH2:20][CH2:21][CH2:22][O:17][CH2:18]3)=[CH:9][NH:8][C:4]=2[N:5]=[CH:6][N:7]=1. Procedure: To a −78° C. solution of 4-chloro-5-iodo-7H-pyrrolo[2,3-d]pyrimidine (1.5 g, 5.4 mmol) in tetrahydrofuran (50 mL) was added n-butyllithium (2.5 M, 6.4 mL, 16.1 mmol) drop-wise. After the reaction mixture had been stirred at −78° C. for 2 hours, it was treated with dihydro-2H-pyran-3(4H)-one (1.61 g, 16.1 mmol), warmed to room temperature, and stirred for 18 hours. The reaction was quenched with water (50 mL), and the aqueous layer was extracted with ethyl acetate (3×30 mL); the combined organic ... Reactants: C(C=C)C1(C(=NN2C1COC1=C2C=C(C=C1)Cl)C(=O)N(C)OC)C1=CC=CC=C1 (3-Allyl-8-chloro-N-methoxy-N-methyl-3-phenyl-3a,4-dihydro-3H-pyrazolo[5,1-c][1,4]benzoxazine-2-carboxamide), solution, B1C2CCCC1CCC2 (9-BBN), [OH-].[Na+] (NaOH), OO (H2O2). Solvent: C1CCOC1 (THF), O (water). Reaction conditions: temperature 50 celsius, time 2 hour. The product is ClC=1C=CC2=C(N3C(CO2)C(C(=N3)C(=O)N(C)OC)(C3=CC=CC=C3)CCCO)C1 (8-chloro-3-(3-hydroxypropyl)-N-methoxy-N-methyl-3-phenyl-3a,4-dihydro-3H-pyrazolo[5,1-c][1,4]benzoxazine-2-carboxamide). As a reaction SMILES: [CH2:1]([C:4]1([C:24]2[CH:29]=[CH:28][CH:27]=[CH:26][CH:25]=2)[CH:8]2[CH2:9][O:10][C:11]3[CH:16]=[CH:15][C:14]([Cl:17])=[CH:13][C:12]=3[N:7]2[N:6]=[C:5]1[C:18]([N:20]([O:22][CH3:23])[CH3:21])=[O:19])[CH:2]=[CH2:3].B1C2CCCC1CCC2.[OH-:39].[Na+].OO>C1COCC1.O>[Cl:17][C:14]1[CH:15]=[CH:16][C:11]2[O:10][CH2:9][CH:8]3[C:4]([CH2:1][CH2:2][CH2:3][OH:39])([C:24]4[CH:25]=[CH:26][CH:27]=[CH:28][CH:29]=4)[C:5]([C:18]([N:20]([O:22][CH3:23])[CH3:21])=[O:19])=[N:6][N:7]3[C:12]=2[CH:13]=1 |f:2.3|. Reported procedure: 3-Allyl-8-chloro-N-methoxy-N-methyl-3-phenyl-3a,4-dihydro-3H-pyrazolo[5,1-c][1,4]benzoxazine-2-carboxamide (4-2; a racemic mixture, 0.26 g, 0.64 mmol) was dissolved in anhydrous THF (5 mL) and treated with a 0.5M solution of 9-BBN (5.1 mL, 2.6 mmol) and stirred at 50° C. for 2 h. The reaction was cooled to 0° C. and treated with 3N NaOH (1 mL) and 30% H2O2 in water (1 mL), and stirred an additional hour. Upon completion, the reaction was quenched with the addition of brine (5 mL), and extracted ...